This data is from the Open Reaction Database (ORD), a public repository of structured organic reaction records. The task is: describe an organic reaction: reactants, conditions, products, and yield Reactants: CC(C)(C)[Si](C)(C)OCCNc1c([N+](=O)[O-])cnc2cc(OCc3ccccc3)ccc12, CC#N. Product: CC(C)(C)[Si](C)(C)OCCNc1c(N)cnc2cc(OCc3ccccc3)ccc12. RXN SMILES: [CH2:1]([c:2]1[cH:3][cH:4][cH:5][cH:6][cH:7]1)[O:8][c:9]1[cH:10][cH:11][c:12]2[c:13]([NH:22][CH2:23][CH2:24][O:25][Si:26]([CH3:27])([CH3:28])[C:29]([CH3:30])([CH3:31])[CH3:32])[c:14]([N+:19]([O-:20])=[O:21])[cH:15][n:16][c:17]2[cH:18]1.[CH3:33][C:34]#[N:35]>>[CH2:1]([c:2]1[cH:3][cH:4][cH:5][cH:6][cH:7]1)[O:8][c:9]1[cH:10][cH:11][c:12]2[c:13]([NH:22][CH2:23][CH2:24][O:25][Si:26]([CH3:27])([CH3:28])[C:29]([CH3:30])([CH3:31])[CH3:32])[c:14]([NH2:19])[cH:15][n:16][c:17]2[cH:18]1. Starting materials: C(C1=CC=CC=C1)(=O)Cl (benzoyl chloride), C(CC(O)(C(=O)O)CC(=O)O)(=O)O (citric acid), OC1=CC2=C(SC(=C2)C(=O)O)C=C1 (5-Hydroxy-benzo[b]thiophene-2-carboxylic acid), N1=CC=CC=C1 (pyridine). Run in ClCCl (dichloromethane), ClCCl (dichloromethane), C(C)(=O)O (acetic acid), ClCCl.CO (dichloromethane methanol). Conditions: temperature 0 celsius. The product is C(C1=CC=CC=C1)(=O)OC(=O)C=1SC2=C(C1)C=C(C=C2)O (O-Benzoyl-5-hydroxybenzothiophene-2-carboxylic acid). Isolated yield 65.9%. Reaction SMILES: [OH:1][C:2]1[CH:13]=[CH:12][C:5]2[S:6][C:7]([C:9]([OH:11])=[O:10])=[CH:8][C:4]=2[CH:3]=1.N1C=CC=CC=1.[C:20](Cl)(=[O:27])[C:21]1[CH:26]=[CH:25][CH:24]=[CH:23][CH:22]=1.C(O)(=O)CC(CC(O)=O)(C(O)=O)O>ClCCl.C(O)(=O)C.ClCCl.CO>[C:20]([O:10][C:9]([C:7]1[S:6][C:5]2[CH:12]=[CH:13][C:2]([OH:1])=[CH:3][C:4]=2[CH:8]=1)=[O:11])(=[O:27])[C:21]1[CH:26]=[CH:25][CH:24]=[CH:23][CH:22]=1 |f:6.7|. Reported procedure: To a suspension of 1168 mg (6.01 mmol) 5-Hydroxy-benzo[b]thiophene-2-carboxylic acid (Misra, T., et al., Spectrochim. Acta Part A 57 (2001) 2795–2808) in 30 ml dichloromethane were added 1186 mg (15 mmol) pyridine. The mixture was cooled to 0° C. and a solution of 1968 mg (14 mmol) benzoyl chloride in 15 ml dichloromethane was added within 0.5 h. The reaction mixture was warmed to room temperature and added to 5% aqueous citric acid. The aqueous phase was extracted twice with dichloromethane, th...